Dataset: the Open Reaction Database (ORD), a public repository of structured organic reaction records. Task: describe an organic reaction: reactants, conditions, products, and yield The yield is 41.0%. The product is C(C)(C)(C)C1=CC(=NN1)CNC(=O)C=1SC(=CC1C)N1C(N(CC1)CC1=CC=C(C=C1)F)=O (N-((5-tert-butyl-1H-pyrazol-3-yl)methyl)-5-(3-(4-fluorobenzyl)-2-oxoimidazolidin-1-yl)-3-methylthiophene-2-carboxamide). Reaction SMILES: CC1C=C(N2CCN(CCOC3C=CC=CC=3)C2=O)SC=1C(O)=O.[F:25][C:26]1[CH:47]=[CH:46][C:29]([CH2:30][N:31]2[CH2:35][CH2:34][N:33]([C:36]3[S:40][C:39]([C:41](O)=[O:42])=[C:38]([CH3:44])[CH:37]=3)[C:32]2=[O:45])=[CH:28][CH:27]=1.[C:48]([C:52]1[NH:56][N:55]=[C:54]([CH2:57][NH2:58])[CH:53]=1)([CH3:51])([CH3:50])[CH3:49]>>[C:48]([C:52]1[NH:56][N:55]=[C:54]([CH2:57][NH:58][C:41]([C:39]2[S:40][C:36]([N:33]3[CH2:34][CH2:35][N:31]([CH2:30][C:29]4[CH:46]=[CH:47][C:26]([F:25])=[CH:27][CH:28]=4)[C:32]3=[O:45])=[CH:37][C:38]=2[CH3:44])=[O:42])[CH:53]=1)([CH3:51])([CH3:49])[CH3:50]. Reported procedure: Following the procedures as described in Example 55, making variations as required to replace 3-methyl-5-(2-oxo-3-(2-phenoxyethyl)imidazolidin-1-yl)thiophene-2-carboxylic acid with 5-(3-(4-fluorobenzyl)-2-oxoimidazolidin-1-yl)-3-methylthiophene-2-carboxylic acid to react with (5-tert-butyl-1H-pyrazol-3-yl)methanamine, the title compound was obtained as a colorless solid in 41% yield: 1H NMR (300 MHz, CDCl3) δ 7.30-7.23 (m, 2H), 7.07-6.99 (m, 2H), 6.42 (t, J=5.4 Hz, 1H), 6.10 (s, 1H), 6.05 (s, 1H... Starting materials: CC1=C(SC(=C1)N1C(N(CC1)CCOC1=CC=CC=C1)=O)C(=O)O (3-methyl-5-(2-oxo-3-(2-phenoxyethyl)imidazolidin-1-yl)thiophene-2-carboxylic acid), FC1=CC=C(CN2C(N(CC2)C2=CC(=C(S2)C(=O)O)C)=O)C=C1 (5-(3-(4-fluorobenzyl)-2-oxoimidazolidin-1-yl)-3-methylthiophene-2-carboxylic acid), C(C)(C)(C)C1=CC(=NN1)CN ((5-tert-butyl-1H-pyrazol-3-yl)methanamine). The reactants are FC1=C(C=CC(=C1)I)NC1=C(C(=O)O)C=CN=C1 (3-[(2-fluoro-4-iodophenyl)amino]isonicotinic acid), CC1=C(N)C=CC(=C1)I (2-methyl-4-iodoaniline), FC=1C(=C(C(=O)O)C=CN1)Cl (2-fluoro-3chloro-isonicotinic acid). Yields the product ClC=1C(=C(C(=O)O)C=CN1)NC1=C(C=C(C=C1)I)F (2-Chloro-3-(2-fluoro-4-iodo-phenylamino)-isonicotinic acid). RXN SMILES: [F:1][C:2]1[CH:7]=[C:6]([I:8])[CH:5]=[CH:4][C:3]=1[NH:9][C:10]1[CH:18]=[N:17][CH:16]=[CH:15][C:11]=1[C:12]([OH:14])=[O:13].CC1C=C(I)C=CC=1N.FC1C([Cl:38])=C(C=CN=1)C(O)=O>>[Cl:38][C:18]1[C:10]([NH:9][C:3]2[CH:4]=[CH:5][C:6]([I:8])=[CH:7][C:2]=2[F:1])=[C:11]([CH:15]=[CH:16][N:17]=1)[C:12]([OH:14])=[O:13]. Reported procedure: 2-Chloro-3-(2-fluoro-4-iodo-phenylamino)-isonicotinic acid was synthesized as outlined in General Method 1 and according to the procedure for the synthesis of intermediate 1 by reacting 4 mmol of 2-methyl-4-iodoaniline with 6 mmol 2-fluoro-3chloro-isonicotinic acid. LC/MS [10.25 min; 390.9 (M−1)-ESI-]. Reactants: C12(CC3(CC(CC(C1)C3)(C2)O)O)O (1,3,5-adamantanetriol), COC1=CC=C(C=C1)O (p-methoxyphenol), O=O (oxygen), S(O)(O)(=O)=O (sulfuric acid), C(C(=C)C)(=O)O (methacrylic acid), C(C(=C)C)(=O)O (methacrylic acid), S(O)(O)(=O)=O (sulfuric acid), [OH-].[Na+] (sodium hydroxide). Solvent: O (water), O (water), O (water), C1(=CC=CC=C1)C (toluene). Reaction conditions: time 12 hour. Product: C(C(=C)C)(=O)OC12CC3(CC(CC(C1)C3)(C2)O)O (3,5-dihydroxy-1-adamantyl methacrylate). RXN SMILES: [C:1]12([OH:13])[CH2:10][C:5]3([OH:11])[CH2:6][CH:7]([CH2:9][C:3]([OH:12])([CH2:4]3)[CH2:2]1)[CH2:8]2.[C:14](O)(=[O:18])[C:15]([CH3:17])=[CH2:16].S(=O)(=O)(O)O.COC1C=CC(O)=CC=1.O=O.[OH-].[Na+]>C1(C)C=CC=CC=1.O>[C:14]([O:13][C:1]12[CH2:10][C:5]3([OH:11])[CH2:6][CH:7]([CH2:9][C:3]([OH:12])([CH2:4]3)[CH2:2]1)[CH2:8]2)(=[O:18])[C:15]([CH3:17])=[CH2:16] |f:5.6|. Procedure details: To a 2 L jacket-equipped separable flask provided with a stirrer, a thermometer, a Dean-Stark water separator, a Dimroth condenser and a prepared gas introduction tube, 128.9 g of 1,3,5-adamantanetriol, 361 g of methacrylic acid, 1.7 g of concentrated sulfuric acid as an acid catalyst, 1.1 g of p-methoxyphenol as a polymerization inhibitor, and 750 ml of toluene as a solvent were put. Prepared gas diluted with nitrogen so as to have an oxygen concentration of about 5% by volume was supplied at a... The reactants are BrC(C(=O)NC(C(=O)O)(C)C)C1=CC=CC=C1 (2-(α-bromophenylacetylamino)isobutyric acid), Cl.CN(C)CCCN=C=NCC (dimethylaminopropylethylcarbodiimide hydrochloride), O (water), ClC1=C(N)C=C(C=C1)Cl (2,5-Dichloroaniline). Solvent: ClCCl (dichloromethane). Conditions: time 10 minute. The product is ClC1=C(C=C(C=C1)Cl)NC(C(C)(C)NC(C(Br)C1=CC=CC=C1)=O)=O (N-(2,5-dichlorophenyl)-2-(α-bromophenylacetylamino)isobutyramide). The yield is 83.9%. RXN SMILES: [Br:1][CH:2]([C:12]1[CH:17]=[CH:16][CH:15]=[CH:14][CH:13]=1)[C:3]([NH:5][C:6]([CH3:11])([CH3:10])[C:7]([OH:9])=O)=[O:4].Cl.CN(CCCN=C=NCC)C.[Cl:30][C:31]1[CH:37]=[CH:36][C:35]([Cl:38])=[CH:34][C:32]=1[NH2:33].O>ClCCl>[Cl:30][C:31]1[CH:37]=[CH:36][C:35]([Cl:38])=[CH:34][C:32]=1[NH:33][C:7](=[O:9])[C:6]([NH:5][C:3](=[O:4])[CH:2]([C:12]1[CH:17]=[CH:16][CH:15]=[CH:14][CH:13]=1)[Br:1])([CH3:11])[CH3:10] |f:1.2|. Procedure details: A solution of 2-(α-bromophenylacetylamino)isobutyric acid (1.9 g) in dichloromethane (30 mL) was cooled to 0° C., to which dimethylaminopropylethylcarbodiimide hydrochloride (1.3 g) was added. The mixture was stirred for 10 minutes at 0° C. to room temperature. 2,5-Dichloroaniline (1.0 g) was added to the mixture, which was stirred overnight at room temperature. The reaction solution was poured into water and the mixture was extracted with chloroform. The organic layer was washed with water and ...